This data is from the Open Reaction Database (ORD), a public repository of structured organic reaction records. The task is: describe an organic reaction: reactants, conditions, products, and yield Run at time 8 hour. Reactants: FC=1C=C(C=CC1N1CCOCC1)[N+](=O)[O-] (3-fluoro-4-morpholinyl nitrobenzene), C(=O)[O-].[NH4+] (ammonium formate). The solvent is C(C)(=O)OCC (ethyl acetate). RXN SMILES: [F:1][C:2]1[CH:3]=[C:4]([N+:14]([O-])=O)[CH:5]=[CH:6][C:7]=1[N:8]1[CH2:13][CH2:12][O:11][CH2:10][CH2:9]1.C([O-])=O.[NH4+]>C(OCC)(=O)C.[Pd]>[F:1][C:2]1[CH:3]=[C:4]([CH:5]=[CH:6][C:7]=1[N:8]1[CH2:13][CH2:12][O:11][CH2:10][CH2:9]1)[NH2:14] |f:1.2|. Isolated yield 95.0%. The reagents and catalysts are [Pd] (Pd—C). The product is FC=1C=C(N)C=CC1N1CCOCC1 (3-fluoro-4-morpholinyl aniline). Procedure details: 10% Pd—C 4.0 g was added to 3-fluoro-4-morpholinyl nitrobenzene (40 g, 177 mmol), ammonium formate (50 g, 793 mmol) in 200 mL of ethyl acetate and stirred at 45˜50° C. for 8 h until the completion of the reaction. The mixture was then filtrated and separated by water. The organic layer was washed with brine and dried over anhydrous magnesium sulfate, filtered, and the solvent was evaporated to provide 33 g of solid in 95% yield. Starting materials: S(N)(OC1=CC=2CC[C@H]3[C@@H]4CC[C@@H]([C@@]4(C)CC[C@@H]3C2C=C1)C(NCCC)=O)(=O)=O (17β-(N-Propylcarbamoyl)estra-1,3,5(10)-trien-3-yl sulfamate), compound 29e, S(N)(OC1=CC=2CC[C@H]3[C@@H]4CC=C([C@@]4(C)CC[C@@H]3C2C=C1)C(NC(C)(C)C)=O)(=O)=O (17-(N-tert-Butylcarbamoyl)estra-1,3,5(10),16-tetraen-3-yl sulfamate). Yields the product S(N)(OC1=CC=2CC[C@H]3[C@@H]4CC[C@@H]([C@@]4(C)CC[C@@H]3C2C=C1)C(NC(C)(C)C)=O)(=O)=O (17β-(N-tert-Butylcarbamoyl)estra-1,3,5(10)-trien-3-yl sulfamate). Reaction SMILES: S(=O)(=O)(OC1C=CC2[C@@H]3[C@H]([C@H]4[C@@](CC3)(C)[C@@H](C(=O)NCCC)CC4)CCC=2C=1)N.[S:30](=[O:59])(=[O:58])([O:32][C:33]1[CH:50]=[CH:49][C:48]2[C@@H:47]3[C@H:38]([C@H:39]4[C@@:43]([CH2:45][CH2:46]3)([CH3:44])[C:42]([C:51](=[O:57])[NH:52][C:53]([CH3:56])([CH3:55])[CH3:54])=[CH:41][CH2:40]4)[CH2:37][CH2:36][C:35]=2[CH:34]=1)[NH2:31]>>[S:30](=[O:58])(=[O:59])([O:32][C:33]1[CH:50]=[CH:49][C:48]2[C@@H:47]3[C@H:38]([C@H:39]4[C@@:43]([CH2:45][CH2:46]3)([CH3:44])[C@@H:42]([C:51](=[O:57])[NH:52][C:53]([CH3:54])([CH3:55])[CH3:56])[CH2:41][CH2:40]4)[CH2:37][CH2:36][C:35]=2[CH:34]=1)[NH2:31]. Reported procedure: In similar manners to those described for the synthesis of compound 7, compound 29e was prepared from compound 11e. FAB-MS m/z 435 (M+H)+; 1H NMR (270 MHz, DMSO-d6) δ 0.59 (s, 3H, CH3), 1.26 (s, 9H, C(CH3)3), 6.89 (s, 1H, NH),6.96 (d, 1H, J=2.3 Hz, ArH), 7.01 (dd, 1H, J=2.3, 8.6 Hz, ArH), 7.34 (d, 1H, J=8.6 Hz, ArH), 7.87 (s, 2H, NH2). The reactants are solution, C[Si](C)(C)[N-][Si](C)(C)C.[Na+] (sodium bis(trimethylsilyl)amide), CCCCCC (n-hexane), C(C1=CC=CC=C1)[C@@H]1N(C(OC1)=O)C(CCC)=O ((S)-4-benzyl-3-butyryloxazolidin-2-one), [Cl-].[NH4+] (ammonium chloride), Example 5, Example 4, BrC/C=C/COCC1=CC=CC=C1 ([(E)-4-bromobut-2-enyloxymethyl]benzene). Solvent: O1CCCC1 (tetrahydrofuran), O1CCCC1 (tetrahydrofuran). Run at temperature -40 celsius, time 30 minute. Product: C(C1=CC=CC=C1)[C@@H]1N(C(OC1)=O)C([C@@H](C\C=C\COCC1=CC=CC=C1)CC)=O ((S)-4-Benzyl-3-[(2R,4E)-6-benzyloxy-2-ethylhex-4-enoyl]oxazolidin-2-one). The yield is 79.8%. Reaction SMILES: C[Si]([N-][Si](C)(C)C)(C)C.[Na+].CCCCCC.[CH2:17]([C@H:24]1[CH2:28][O:27][C:26](=[O:29])[N:25]1[C:30](=[O:34])[CH2:31][CH2:32][CH3:33])[C:18]1[CH:23]=[CH:22][CH:21]=[CH:20][CH:19]=1.Br[CH2:36]/[CH:37]=[CH:38]/[CH2:39][O:40][CH2:41][C:42]1[CH:47]=[CH:46][CH:45]=[CH:44][CH:43]=1.[Cl-].[NH4+]>O1CCCC1>[CH2:17]([C@H:24]1[CH2:28][O:27][C:26](=[O:29])[N:25]1[C:30](=[O:34])[C@H:31]([CH2:32][CH3:33])[CH2:36]/[CH:37]=[CH:38]/[CH2:39][O:40][CH2:41][C:42]1[CH:47]=[CH:46][CH:45]=[CH:44][CH:43]=1)[C:18]1[CH:19]=[CH:20][CH:21]=[CH:22][CH:23]=1 |f:0.1,5.6|. Reported procedure: 164 ml of a solution of sodium bis(trimethylsilyl)amide in n-hexane (1.03 mol/l) (169 mmol) was added to a solution of 35.3 g of (S)-4-benzyl-3-butyryloxazolidin-2-one obtained in Reference Example 5 (141 mmol) in tetrahydrofuran (330 ml) under a nitrogen atmosphere and at −78° C. over 45 minutes, and the mixture was stirred at the same temperature for 30 minutes. Then, a solution of 35.6 g of [(E)-4-bromobut-2-enyloxymethyl]benzene obtained in Reference Example 4 (148 mmol) in tetrahydrofuran (... RXN SMILES: [CH3:43][OH:44].[Li+:1].[OH-:2].[OH:30][C:31]([CH2:32][C:33]([C:34](=[O:35])[OH:36])([CH2:37][C:38](=[O:39])[OH:40])[OH:41])=[O:42].[c:3]1([CH2:9][CH2:10][CH2:11][CH2:12][CH:13]([C:14](=[O:15])[O:16][CH2:17][CH3:18])[NH:19][C:20](=[O:21])[O:22][CH2:23][c:24]2[cH:25][cH:26][cH:27][cH:28][cH:29]2)[cH:4][cH:5][cH:6][cH:7][cH:8]1>>[c:3]1([CH2:9][CH2:10][CH2:11][CH2:12][CH:13]([C:14](=[O:15])[OH:16])[NH:19][C:20](=[O:21])[O:22][CH2:23][c:24]2[cH:25][cH:26][cH:27][cH:28][cH:29]2)[cH:4][cH:5][cH:6][cH:7][cH:8]1. Starting materials: CO, [Li+], [OH-], O=C(O)CC(O)(CC(=O)O)C(=O)O, CCOC(=O)C(CCCCc1ccccc1)NC(=O)OCc1ccccc1. The product is O=C(NC(CCCCc1ccccc1)C(=O)O)OCc1ccccc1. Reactants: O=S(=O)(Cl)c1ccc(Cl)cc1, ClCCl, COC(=O)C(N)C(C(F)(F)F)C(F)(F)F, c1ccncc1. Product: COC(=O)C(NS(=O)(=O)c1ccc(Cl)cc1)C(C(F)(F)F)C(F)(F)F. Reaction SMILES: [Cl:22][c:23]1[cH:24][cH:25][c:26]([S:29](=[O:30])(=[O:31])[Cl:32])[cH:27][cH:28]1.[Cl:33][CH2:34][Cl:35].[NH2:1][CH:2]([C:3](=[O:4])[O:5][CH3:6])[CH:7]([C:8]([F:9])([F:10])[F:11])[C:12]([F:13])([F:14])[F:15].[cH:16]1[cH:17][cH:18][n:19][cH:20][cH:21]1>>[NH:1]([CH:2]([C:3](=[O:4])[O:5][CH3:6])[CH:7]([C:8]([F:9])([F:10])[F:11])[C:12]([F:13])([F:14])[F:15])[S:29]([c:26]1[cH:25][cH:24][c:23]([Cl:22])[cH:28][cH:27]1)(=[O:30])=[O:31]. The reactants are S=C1N(C2=CC=CC=3C2=C1C=CC3)CCCCC#N (2-thioxobenz[cd]indole-1(2H)-pentanenitrile), N1(C=NC=C1)CCCN (1H-imidazole-1-propanamine), mercuric acetate. Run in C(C)O (ethyl alcohol). The product is N1(C=NC=C1)CCCN=C1N(C2=CC=CC=3C2=C1C=CC3)CCCCC#N (2-[[3-(1H-Imidazol-1 yl)propyl]imino]benz[cd]indole-1(2H)-pentanenitrile). Yield: 80.1%. RXN SMILES: S=[C:2]1[C:10]2[CH:11]=[CH:12][CH:13]=[C:8]3[C:9]=2[C:4](=[CH:5][CH:6]=[CH:7]3)[N:3]1[CH2:14][CH2:15][CH2:16][CH2:17][C:18]#[N:19].[N:20]1([CH2:25][CH2:26][CH2:27][NH2:28])[CH:24]=[CH:23][N:22]=[CH:21]1>C(O)C>[N:20]1([CH2:25][CH2:26][CH2:27][N:28]=[C:2]2[C:10]3[CH:11]=[CH:12][CH:13]=[C:8]4[C:9]=3[C:4](=[CH:5][CH:6]=[CH:7]4)[N:3]2[CH2:14][CH2:15][CH2:16][CH2:17][C:18]#[N:19])[CH:24]=[CH:23][N:22]=[CH:21]1. Reported procedure: A mixture of 4.0 g of 2-thioxobenz[cd]indole-1(2H)-pentanenitrile (Cl), 1.88 g of 1H-imidazole-1-propanamine, 100 ml of ethyl alcohol, and 4.8 g of mercuric acetate is reacted as described in Example 3, giving 4.3 g of the desired product, mp. 76°-78.5° C. Reactants: Cc1cc(CCC(=O)c2cc(-c3ccccc3)c(C)s2)cc(C)c1OCC1CO1, CN, CO. The product is CNCC(O)COc1c(C)cc(CCC(=O)c2cc(-c3ccccc3)c(C)s2)cc1C. RXN SMILES: [CH3:1][c:2]1[cH:3][c:4]([CH2:14][CH2:15][C:16](=[O:17])[c:18]2[s:19][c:20]([CH3:29])[c:21](-[c:23]3[cH:24][cH:25][cH:26][cH:27][cH:28]3)[cH:22]2)[cH:5][c:6]([CH3:13])[c:7]1[O:8][CH2:9][CH:10]1[O:11][CH2:12]1.[CH3:30][NH2:31].[CH3:32][OH:33]>>[CH3:1][c:2]1[cH:3][c:4]([CH2:14][CH2:15][C:16](=[O:17])[c:18]2[s:19][c:20]([CH3:29])[c:21](-[c:23]3[cH:24][cH:25][cH:26][cH:27][cH:28]3)[cH:22]2)[cH:5][c:6]([CH3:13])[c:7]1[O:8][CH2:9][CH:10]([OH:11])[CH2:12][NH:31][CH3:30].